From a dataset of the Open Reaction Database (ORD), a public repository of structured organic reaction records. describe an organic reaction: reactants, conditions, products, and yield Reactants: C(C)(C)(C)C1=CC=C(C=C1)C(=C[C@H]1CCC(N1)=O)C1=NC(=C(C=C1)Cl)OC ((5R)-5-[2-(4-tert-butylphenyl)-2-(5-chloro-6-methoxypyridin-2-yl)ethenyl]pyrrolidin-2-one), [H][H] (hydrogen). Reagents/catalysts: [Pd] (palladium-activated carbon). Run in CO (methanol). Run at time 7 hour. The product is C(C)(C)(C)C1=CC=C(C=C1)C(C[C@H]1CCC(N1)=O)C1=NC(=C(C=C1)Cl)OC ((5R)-5-[2-(4-tert-butylphenyl)-2-(5-chloro-6-methoxypyridin-2-yl)ethyl]pyrrolidin-2-one). Reaction SMILES: [C:1]([C:5]1[CH:10]=[CH:9][C:8]([C:11]([C:19]2[CH:24]=[CH:23][C:22]([Cl:25])=[C:21]([O:26][CH3:27])[N:20]=2)=[CH:12][C@@H:13]2[NH:17][C:16](=[O:18])[CH2:15][CH2:14]2)=[CH:7][CH:6]=1)([CH3:4])([CH3:3])[CH3:2].[H][H]>CO.[Pd]>[C:1]([C:5]1[CH:6]=[CH:7][C:8]([CH:11]([C:19]2[CH:24]=[CH:23][C:22]([Cl:25])=[C:21]([O:26][CH3:27])[N:20]=2)[CH2:12][C@@H:13]2[NH:17][C:16](=[O:18])[CH2:15][CH2:14]2)=[CH:9][CH:10]=1)([CH3:4])([CH3:2])[CH3:3]. Procedure details: 5% palladium-activated carbon (30 mg) was added to a solution of (5R)-5-[2-(4-tert-butylphenyl)-2-(5-chloro-6-methoxypyridin-2-yl)ethenyl]pyrrolidin-2-one (E:Z=2:8) (150 mg) in methanol in a hydrogen gas stream, and the mixture was stirred at room temperature for seven hours. The reaction solution was filtered through celite, and the solvent was evaporated under reduced pressure. The resulting residue was purified by NH-silica gel column chromatography (chloroform) and further purified by prepar... Starting materials: NC=1C(=NC(=CN1)C1CN(CCC1)C(CCS(=O)(=O)C1=CC=CC=C1)=O)C1=CC=C(C=C1)NC(=O)C=1C(N(N(C1C)C)C1=CC=CC=C1)=O (N-(4-(3-amino-6-(1-(3-(phenylsulfonyl)propanoyl)piperidin-3-yl)pyrazin-2-yl)phenyl)-1,5-dimethyl-3-oxo-2-phenyl-2,3-dihydro-1H-pyrazole-4-carboxamide), C(C)(C)(C)O[K] (tBuOK). Solvent: C1CCOC1 (THF). Run at time 2 hour. Yields the product C(C=C)(=O)N1CC(CCC1)C1=CN=C(C(=N1)C1=CC=C(C=C1)NC(=O)C=1C(N(N(C1C)C)C1=CC=CC=C1)=O)N (N-{4-[6-(1-acryloyl-3-piperidinyl)-3-amino-2-pyrazinyl]phenyl}-1,5-dimethyl-3-oxo-2-phenyl-2,3-dihydro-1H-pyrazole-4-carboxamide). Isolated yield 77.3%. Reaction SMILES: [NH2:1][C:2]1[C:3]([C:27]2[CH:32]=[CH:31][C:30]([NH:33][C:34]([C:36]3[C:37](=[O:49])[N:38]([C:43]4[CH:48]=[CH:47][CH:46]=[CH:45][CH:44]=4)[N:39]([CH3:42])[C:40]=3[CH3:41])=[O:35])=[CH:29][CH:28]=2)=[N:4][C:5]([CH:8]2[CH2:13][CH2:12][CH2:11][N:10]([C:14](=[O:26])[CH2:15][CH2:16]S(C3C=CC=CC=3)(=O)=O)[CH2:9]2)=[CH:6][N:7]=1.C(O[K])(C)(C)C>C1COCC1>[C:14]([N:10]1[CH2:11][CH2:12][CH2:13][CH:8]([C:5]2[N:4]=[C:3]([C:27]3[CH:28]=[CH:29][C:30]([NH:33][C:34]([C:36]4[C:37](=[O:49])[N:38]([C:43]5[CH:44]=[CH:45][CH:46]=[CH:47][CH:48]=5)[N:39]([CH3:42])[C:40]=4[CH3:41])=[O:35])=[CH:31][CH:32]=3)[C:2]([NH2:1])=[N:7][CH:6]=2)[CH2:9]1)(=[O:26])[CH:15]=[CH2:16]. Procedure: To a solution of the compound prepared in Example 33 (0.0121 g) in anhydrous THF (1.0 mL) at room temperature under N2 was added tBuOK (0.0030 g). The reaction immediately turned yellow, then a darker brown. After 2 hours, the reaction was partitioned between DCM and saturated NaHCO3 solution and separated. The aqueous layer was reextracted with DCM. The organic layers were combined and washed with water, and brine, then dried with Na2SO4 and concentrated. Purification by preparative TLC yielded... Reactants: SC=1SC2=C(N1)C=C(C=C2)OC (2-mercapto-5-methoxybenzothiazole), C1(=CC=C(C=C1)S(=O)(=O)OC)C (methyl p-toluenesulfonate), CN(CC(=O)NC1=CC(=CC=C1)N=C1SCC(N1CC=1OC=CC1)=O)C (2-dimethylamino-N-[3-(3-furan-2-ylmethyl-4-oxothiazolidin-2-ylideneamino)-phenyl]acetamide). The product is CN(CC(=O)NC1=CC(=CC=C1)N=C1SC(C(N1CC=1OC=CC1)=O)=C1SC2=C(N1C)C=C(C=C2)OC)C (2-Dimethylamino-N-{3-[3-furan-2-ylmethyl-5-(5-methoxy-3-methyl-3H-benzothiazol-2-ylidene)-4-oxothiazolidin-2-ylideneamino]-phenyl}acetamide). As a reaction SMILES: S[C:2]1[S:3][C:4]2[CH:10]=[CH:9][C:8]([O:11][CH3:12])=[CH:7][C:5]=2[N:6]=1.[C:13]1(C)C=CC(S(OC)(=O)=O)=CC=1.[CH3:25][N:26]([CH3:50])[CH2:27][C:28]([NH:30][C:31]1[CH:36]=[CH:35][CH:34]=[C:33]([N:37]=[C:38]2[N:42]([CH2:43][C:44]3[O:45][CH:46]=[CH:47][CH:48]=3)[C:41](=[O:49])[CH2:40][S:39]2)[CH:32]=1)=[O:29]>>[CH3:25][N:26]([CH3:50])[CH2:27][C:28]([NH:30][C:31]1[CH:36]=[CH:35][CH:34]=[C:33]([N:37]=[C:38]2[N:42]([CH2:43][C:44]3[O:45][CH:46]=[CH:47][CH:48]=3)[C:41](=[O:49])[C:40](=[C:2]3[N:6]([CH3:13])[C:5]4[CH:7]=[C:8]([O:11][CH3:12])[CH:9]=[CH:10][C:4]=4[S:3]3)[S:39]2)[CH:32]=1)=[O:29]. Procedure details: In a manner similar to Example 45, 2-mercapto-5-methoxybenzothiazole was alkylated with methyl p-toluenesulfonate and then condensed with 2-dimethylamino-N-[3-(3-furan-2-ylmethyl-4-oxothiazolidin-2-ylideneamino)-phenyl]acetamide. MS(ESI): 550 (MH+). Reactants: C([O-])([O-])=O.[K+].[K+] (potassium carbonate), BrCN1N=CC=C1Cl (1-(bromomethyl)-5-chloro-1H-pyrazole), CC1=CC(=NC(=N1)S)O (6-methyl-2-sulfanylpyrimidin-4-ol). Run in CN(C)C=O (DMF), CN(C)C=O (DMF). Conditions: time 8 hour. Yields the product ClC1=CC=NN1CSC1=NC(=CC(=N1)O)C (2-{[(5-chloro-1H-pyrazol-1-yl)methyl]sulfanyl}-6-methylpyrimidin-4-ol). The yield is 4.0%. As a reaction SMILES: [CH3:1][C:2]1[N:7]=[C:6]([SH:8])[N:5]=[C:4]([OH:9])[CH:3]=1.C(=O)([O-])[O-].[K+].[K+].Br[CH2:17][N:18]1[C:22]([Cl:23])=[CH:21][CH:20]=[N:19]1>CN(C=O)C>[Cl:23][C:22]1[N:18]([CH2:17][S:8][C:6]2[N:5]=[C:4]([OH:9])[CH:3]=[C:2]([CH3:1])[N:7]=2)[N:19]=[CH:20][CH:21]=1 |f:1.2.3|. Procedure details: 6-methyl-2-sulfanylpyrimidin-4-ol (4.8 g, 33.9 mmol) was dissolved in anhydrous DMF (180 mL), then potassium carbonate (14.0 g, 102 mmol) and 1-(bromomethyl)-5-chloro-1H-pyrazole (8.5 mmol) in DMF (20 mL) were added. The mixture was stirred overnight at room temperature. The solid was removed by filtration and washed with methanol, and the filtrate was evaporated. The residue was dissolved in DCM/MeOH and purified on silica gel using 3-10% DCM/MeOH to afford 2-{[(5-chloro-1H-pyrazol-1-yl)methyl]... Starting materials: C(#N)C1=C(C=C(OC(C(=O)NCC2=C(C=C(C=C2)OC)OC)C(CO)(C)C)C=C1)C(F)(F)F (2-(4-cyano-3-trifluoromethyl-phenoxy)-N-(2,4-dimethoxy-benzyl)-4-hydroxy-3,3-dimethyl-butyramide), CS(=O)(=O)Cl (methanesulfonyl chloride), CS(=O)(=O)Cl (methanesulfonyl chloride). The solvent is N1=CC=CC=C1 (pyridine). Reaction conditions: temperature 0 celsius, time 20 minute. The product is C(#N)C1=C(C=C(OC(C(COS(=O)(=O)C)(C)C)C(NCC2=C(C=C(C=C2)OC)OC)=O)C=C1)C(F)(F)F (Methanesulfonic acid 3-(4-cyano-3-trifluoromethyl-phenoxy)-3-(2,4-dimethoxy-benzylcarbamoyl)-2,2-dimethyl-propyl ester). Yield: 116.8%. RXN SMILES: [C:1]([C:3]1[CH:29]=[CH:28][C:6]([O:7][CH:8]([C:23]([CH3:27])([CH3:26])[CH2:24][OH:25])[C:9]([NH:11][CH2:12][C:13]2[CH:18]=[CH:17][C:16]([O:19][CH3:20])=[CH:15][C:14]=2[O:21][CH3:22])=[O:10])=[CH:5][C:4]=1[C:30]([F:33])([F:32])[F:31])#[N:2].[CH3:34][S:35](Cl)(=[O:37])=[O:36]>N1C=CC=CC=1>[C:1]([C:3]1[CH:29]=[CH:28][C:6]([O:7][CH:8]([C:9](=[O:10])[NH:11][CH2:12][C:13]2[CH:18]=[CH:17][C:16]([O:19][CH3:20])=[CH:15][C:14]=2[O:21][CH3:22])[C:23]([CH3:27])([CH3:26])[CH2:24][O:25][S:35]([CH3:34])(=[O:37])=[O:36])=[CH:5][C:4]=1[C:30]([F:32])([F:31])[F:33])#[N:2]. Procedure: To a clear, colorless solution comprised of 2-(4-cyano-3-trifluoromethyl-phenoxy)-N-(2,4-dimethoxy-benzyl)-4-hydroxy-3,3-dimethyl-butyramide (116.42 g; 250 mmol) in pyridine (160 mL) cooled to 0° C. under a nitrogen atmosphere was added methanesulfonyl chloride (30.2 g; 262 mmol). The mixture turned cloudy yellow with precipitate within 5 minutes of methanesulfonyl chloride addition. The reaction mixture was stirred cold for 1 hour, 20 minutes. The reaction flask was then loaded onto the rotary ...